Dataset: the Open Reaction Database (ORD), a public repository of structured organic reaction records. Task: describe an organic reaction: reactants, conditions, products, and yield The reactants are CCOC(=O)CBr, O=C([O-])[O-], Cc1ccc(-c2ccccc2C(=O)Nc2ccc(C(=O)N(C)c3ccccc3OCC=NO)cc2)cc1, CN(C)C=O, CCOC(C)=O, [K+], [K+]. The product is CCOC(=O)CON=CCOc1ccccc1N(C)C(=O)c1ccc(NC(=O)c2ccccc2-c2ccc(C)cc2)cc1. RXN SMILES: [Br:44][CH2:45][C:46](=[O:47])[O:48][CH2:49][CH3:50].[C:38](=[O:39])([O-:40])[O-:41].[CH3:1][c:2]1[cH:3][cH:4][c:5](-[c:8]2[c:9]([C:14](=[O:15])[NH:16][c:17]3[cH:18][cH:19][c:20]([C:21](=[O:22])[N:23]([c:24]4[c:25]([O:30][CH2:31][CH:32]=[N:33][OH:34])[cH:26][cH:27][cH:28][cH:29]4)[CH3:35])[cH:36][cH:37]3)[cH:10][cH:11][cH:12][cH:13]2)[cH:6][cH:7]1.[CH3:51][N:52]([CH3:53])[CH:54]=[O:55].[CH3:56][CH2:57][O:58][C:59](=[O:60])[CH3:61].[K+:42].[K+:43]>>[CH3:1][c:2]1[cH:3][cH:4][c:5](-[c:8]2[c:9]([C:14](=[O:15])[NH:16][c:17]3[cH:18][cH:19][c:20]([C:21](=[O:22])[N:23]([c:24]4[c:25]([O:30][CH2:31][CH:32]=[N:33][O:34][CH2:45][C:46](=[O:47])[O:48][CH2:49][CH3:50])[cH:26][cH:27][cH:28][cH:29]4)[CH3:35])[cH:36][cH:37]3)[cH:10][cH:11][cH:12][cH:13]2)[cH:6][cH:7]1. Reactants: O[C@@H]1OCCO[C@H]1O (trans-2,3-dihydroxy-1,4-dioxane), [H-].[Na+] (sodium hydride), O1CCCC1 (tetrahydrofuran), S(=O)(=O)(OCC1=CC=C(C=C1)C1=NC=C(C=N1)OCCCCCCCCOC(C=C)=O)C1=CC=C(C)C=C1 (4-(5-[8-acryloyloxyoctyloxy]pyrimidin-2-yl)benzyl tosylate). Run in O (water). Run at time 8 hour. The product is C(C=C)(=O)OCCCCCCCCOC=1C=NC(=NC1)C1=CC=C(CO[C@@H]2OCCO[C@H]2OCC2=CC=C(C=C2)C2=NC=C(C=N2)OCCCCCCCCOC(C=C)=O)C=C1 (trans-2,3-bis[4-(5-[8-acryloyloxyoctyloxy]pyrimidin-2-yl)benzyloxy]-1,4-dioxane). As a reaction SMILES: O[C@H:2]1[C@H:7]([OH:8])[O:6][CH2:5][CH2:4][O:3]1.[H-].[Na+].[O:11]1[CH2:15][CH2:14][CH2:13][CH2:12]1.S(C1C=CC(C)=CC=1)([O:19][CH2:20][C:21]1[CH:26]=[CH:25][C:24]([C:27]2[N:32]=[CH:31][C:30]([O:33][CH2:34][CH2:35][CH2:36][CH2:37][CH2:38][CH2:39][CH2:40][CH2:41][O:42][C:43](=[O:46])[CH:44]=[CH2:45])=[CH:29][N:28]=2)=[CH:23][CH:22]=1)(=O)=O>O>[C:43]([O:42][CH2:41][CH2:40][CH2:39][CH2:38][CH2:37][CH2:36][CH2:35][CH2:34][O:33][C:30]1[CH:29]=[N:28][C:27]([C:24]2[CH:25]=[CH:26][C:21]([CH2:20][O:19][C@H:2]3[C@H:7]([O:8][CH2:20][C:21]4[CH:26]=[CH:25][C:24]([C:27]5[N:32]=[CH:31][C:30]([O:11][CH2:15][CH2:14][CH2:13][CH2:12][CH2:38][CH2:39][CH2:40][CH2:41][O:42][C:43](=[O:46])[CH:44]=[CH2:45])=[CH:29][N:28]=5)=[CH:23][CH:22]=4)[O:6][CH2:5][CH2:4][O:3]3)=[CH:22][CH:23]=2)=[N:32][CH:31]=1)(=[O:46])[CH:44]=[CH2:45] |f:1.2|. Reported procedure: A solution of 0.2 g of trans-2,3-dihydroxy-1,4-dioxane, 0.5 g of sodium hydride and 50 ml of tetrahydrofuran is stirred for 7 hours. 1.1 g of 4-(5-[8-acryloyloxyoctyloxy]pyrimidin-2-yl)benzyl tosylate are added and the mixture is stirred at room temperature overnight, poured into 100 ml of water and then extracted three times with 50 ml of diethyl ether each time. The organic phases are combined, washed twice with 100 ml of water each time, dried over magnesium sulphate, filtered and the filtrat... Starting materials: COC(=O)CCc1csc(Nc2ncc(Br)cc2Oc2ccccc2)n1, C1CCOC1, [Na+], [OH-], O. Yields the product O=C(O)CCc1csc(Nc2ncc(Br)cc2Oc2ccccc2)n1. Reaction SMILES: [Br:1][c:2]1[cH:3][c:4]([O:20][c:21]2[cH:22][cH:23][cH:24][cH:25][cH:26]2)[c:5]([NH:8][c:9]2[s:10][cH:11][c:12]([CH2:14][CH2:15][C:16](=[O:17])[O:18][CH3:19])[n:13]2)[n:6][cH:7]1.[CH2:30]1[O:31][CH2:32][CH2:33][CH2:34]1.[Na+:29].[OH-:28].[OH2:27]>>[Br:1][c:2]1[cH:3][c:4]([O:20][c:21]2[cH:22][cH:23][cH:24][cH:25][cH:26]2)[c:5]([NH:8][c:9]2[s:10][cH:11][c:12]([CH2:14][CH2:15][C:16](=[O:17])[OH:18])[n:13]2)[n:6][cH:7]1.